Dataset: the Open Reaction Database (ORD), a public repository of structured organic reaction records. Task: describe an organic reaction: reactants, conditions, products, and yield Reactants: C(C)#N (acetonitrile), [Si](C)(C)(C(C)(C)C)O[C@H](C)[C@H]1C(N[C@@H]1SC1=CC=CC=C1)=O ((3S,4R)-3-[(R)-1-(tert-butyldimethylsilyloxy)ethyl]-4-phenylthio-2-azetidinone), O1[C@H](CCC1)C(O)=S ((2R)-tetrahydrofuran-2-thiocarboxylic acid). The reagents and catalysts are [Cu-]=O (copper (I) oxide). Run in C1(=CC=CC=C1)C (toluene). The product is [Si](C)(C)(C(C)(C)C)O[C@H](C)[C@H]1C(N[C@@H]1SC(=O)[C@@H]1OCCC1)=O ((3S,4R)-3-[(R)-1-(tert-butyldimethylsilyloxy) ethyl]-4-[(R)-2-tetrahydrofuranoylthio]-2-azetidinone). Reaction SMILES: C(#N)C.[Si:4]([O:11][C@@H:12]([C@@H:14]1[C@@H:17](SC2C=CC=CC=2)[NH:16][C:15]1=[O:25])[CH3:13])([C:7]([CH3:10])([CH3:9])[CH3:8])([CH3:6])[CH3:5].[O:26]1[CH2:30][CH2:29][CH2:28][C@@H:27]1[C:31](=[S:33])[OH:32]>[Cu-]=O.C1(C)C=CC=CC=1>[Si:4]([O:11][C@@H:12]([C@@H:14]1[C@@H:17]([S:33][C:31]([C@H:27]2[CH2:28][CH2:29][CH2:30][O:26]2)=[O:32])[NH:16][C:15]1=[O:25])[CH3:13])([C:7]([CH3:10])([CH3:8])[CH3:9])([CH3:6])[CH3:5]. Reported procedure: 15 ml of acetonitrile, 15 ml of toluene and 0.8 g of copper (I) oxide (5.6 mmol) were added to (3S,4R)-3-[(R)-1-(tert-butyldimethylsilyloxy)ethyl]-4-phenylthio-2-azetidinone (2.7 g, 8.0 mmol), and (2R)-tetrahydrofuran-2-thiocarboxylic acid (1.2 g, 9.1 mmol) was added dropwise into the resulting mixture at 10° C. while being stirred. Reactants: C=O (paraformaldehyde), C([O-])([O-])=O.[K+].[K+] (potassium carbonate), C(C)O (ethanol), CN1CCNCC1 (1-methylpiperazine). Reaction conditions: time 67 hour. The product is C(C)OCN1CCN(CC1)C (1-(ethoxymethyl)-4-methylpiperazine). As a reaction SMILES: C=O.[C:3](=[O:6])([O-])[O-].[K+].[K+].[CH3:9][N:10]1[CH2:15][CH2:14][NH:13][CH2:12][CH2:11]1.[CH2:16](O)[CH3:17]>>[CH2:16]([O:6][CH2:3][N:13]1[CH2:14][CH2:15][N:10]([CH3:9])[CH2:11][CH2:12]1)[CH3:17] |f:1.2.3|. Procedure: To a suspension of paraformaldehyde and potassium carbonate in ethanol at about 0° C. was added 1-methylpiperazine dropwise. The mixture was stirred vigorously at room temperature for about 67 hours and filtered. The filter cake was washed with diethyl ether and the combined filtrates were concentrated under vacuum. The residue was distilled under reduced pressure (30° C. at 2.5 Torr) to provide the desired product. 1H NMR (500 MHz, DMSO-d6): δ 1.09 (t, J=6.8 Hz, 3H), 2.14 (s, 3H), 2.28 (m, 4H),... Starting materials: CCCCCCCCCCCCCCCC[N+](C)(C)C, CO, [Cl-], O=CC1CCN(c2ccc(Cl)cc2)CC1, CCC[N+](=O)[O-], [Na+], [OH-]. Product: CCC(C(O)C1CCN(c2ccc(Cl)cc2)CC1)[N+](=O)[O-]. As a reaction SMILES: [CH3:25][CH2:26][CH2:27][CH2:28][CH2:29][CH2:30][CH2:31][CH2:32][CH2:33][CH2:34][CH2:35][CH2:36][CH2:37][CH2:38][CH2:39][CH2:40][N+:41]([CH3:42])([CH3:43])[CH3:44].[CH3:45][OH:46].[Cl-:24].[Cl:1][c:2]1[cH:3][cH:4][c:5]([N:8]2[CH2:9][CH2:10][CH:11]([CH:14]=[O:15])[CH2:12][CH2:13]2)[cH:6][cH:7]1.[N+:16](=[O:17])([O-:18])[CH2:19][CH2:20][CH3:21].[Na+:23].[OH-:22]>>[Cl:1][c:2]1[cH:3][cH:4][c:5]([N:8]2[CH2:9][CH2:10][CH:11]([CH:14]([OH:15])[CH:19]([N+:16](=[O:17])[O-:18])[CH2:20][CH3:21])[CH2:12][CH2:13]2)[cH:6][cH:7]1.